Dataset: the Open Reaction Database (ORD), a public repository of structured organic reaction records. Task: describe an organic reaction: reactants, conditions, products, and yield The product is C1NCCC2=CC=C(C=C12)NC1=NC=CC(=N1)C=1C(=NN2C1C=CC=C2)C=2C=C(C=CC2)NC(C2=CC=CC=C2)=O (N-(3-{3-[2-(1,2,3,4-tetrahydro-7-isoquinolinylamino)-4-pyrimidinyl]-pyrazolo[1,5-a]pyridin-2-yl}phenyl)benzamide). As a reaction SMILES: Cl[C:2]1[N:7]=[C:6]([C:8]2[C:9]([C:17]3[CH:18]=[C:19]([NH:23][C:24](=[O:33])[C:25]4[C:30](F)=[CH:29][CH:28]=[CH:27][C:26]=4F)[CH:20]=[CH:21][CH:22]=3)=[N:10][N:11]3[CH:16]=[CH:15][CH:14]=[CH:13][C:12]=23)[CH:5]=[CH:4][N:3]=1.O1[C:39]2[CH:40]=[CH:41][C:42]([NH2:44])=[CH:43][C:38]=2OCC1>>[CH2:2]1[C:38]2[C:39](=[CH:40][CH:41]=[C:42]([NH:44][C:2]3[N:7]=[C:6]([C:8]4[C:9]([C:17]5[CH:18]=[C:19]([NH:23][C:24](=[O:33])[C:25]6[CH:30]=[CH:29][CH:28]=[CH:27][CH:26]=6)[CH:20]=[CH:21][CH:22]=5)=[N:10][N:11]5[CH:16]=[CH:15][CH:14]=[CH:13][C:12]=45)[CH:5]=[CH:4][N:3]=3)[CH:43]=2)[CH2:5][CH2:4][NH:3]1. Starting materials: ClC1=NC=CC(=N1)C=1C(=NN2C1C=CC=C2)C=2C=C(C=CC2)NC(C2=C(C=CC=C2F)F)=O (N-{3-[3-(2-chloro-4-pyrimidinyl)pyrazolo[1,5-a]pyridin-2-yl]phenyl}-2,6-difluorobenzamide), O1CCOC2=C1C=CC(=C2)N (2,3-dihydro-1,4-benzodioxin-6-amine). Procedure details: The title compound was prepared from N-{3-[3-(2-chloro-4-pyrimidinyl)pyrazolo[1,5-a]pyridin-2-yl]phenyl}-2,6-difluorobenzamide and 2,3-dihydro-1,4-benzodioxin-6-amine in a manner analogous to Example 64. 1H NMR (400 MHz, DMSO-d6) δ 4.20 (m, 4H), 6.45 (d, 1H, J=5.3 HZ), 6.72 (d, 1H, J=8.8 Hz), 7.10 (m, 2H), 7.22 (m, 2H), 7.28 (m, 2H), 7.35 (m, 2H), 7.46 (d, 1H, J=8.1 Hz), 7.98 (s, 1H), 8.20 (d, 1H, J=5.3 Hz), 8.83 (d, 1H, J=6.9 Hz), 9.35 (s, 1H), 10.93 (s, 1H); ESIMS (M+H)+=577. Starting materials: C(C)OC(CN1N=NC(=C1)C1=CC(=C(C=C1)C)C(C1=C(C=C(C=C1)NC1=C(C=C(C=C1)F)F)Cl)=O)=O ((4-{3-[2-Chloro-4-(2,4-difluoro-phenylamino)-benzoyl]-4-methyl-phenyl}-[1,2,3]triazol-1-yl)-acetic acid ethyl ester), [Li+].[OH-] (LiOH), O (water), Cl (HCl). Run in CO (MeOH), CCOC(=O)C (EtOAc). Run at time 2 hour. Yields the product ClC1=C(C(=O)C=2C=C(C=CC2C)C=2N=NN(C2)CC(=O)O)C=CC(=C1)NC1=C(C=C(C=C1)F)F ((4-{3-[2-Chloro-4-(2,4-difluoro-phenylamino)-benzoyl]-4-methyl-phenyl}-[1,2,3]triazol-1-yl)-acetic acid). As a reaction SMILES: C([O:3][C:4](=[O:36])[CH2:5][N:6]1[CH:10]=[C:9]([C:11]2[CH:16]=[CH:15][C:14]([CH3:17])=[C:13]([C:18](=[O:35])[C:19]3[CH:24]=[CH:23][C:22]([NH:25][C:26]4[CH:31]=[CH:30][C:29]([F:32])=[CH:28][C:27]=4[F:33])=[CH:21][C:20]=3[Cl:34])[CH:12]=2)[N:8]=[N:7]1)C.[Li+].[OH-].O.Cl>CO.CCOC(C)=O>[Cl:34][C:20]1[CH:21]=[C:22]([NH:25][C:26]2[CH:31]=[CH:30][C:29]([F:32])=[CH:28][C:27]=2[F:33])[CH:23]=[CH:24][C:19]=1[C:18]([C:13]1[CH:12]=[C:11]([C:9]2[N:8]=[N:7][N:6]([CH2:5][C:4]([OH:36])=[O:3])[CH:10]=2)[CH:16]=[CH:15][C:14]=1[CH3:17])=[O:35] |f:1.2|. Procedure details: A solution of compound 110 (236 mg, 0.46 mmol) in MeOH (3.0 mL) was added LiOH (55 mg, 2.31 mmol) and water (0.3 mL). The reaction mixture was stirred for 2 h under reflux. The reaction mixture was poured into a mixture of EtOAc/saturated NaCl. Aq. HCl (1 N, 0.5 mL) was added. The aqueous phase was washed with more EtOAc. The collected organic phases were washed with water, brine and then dried (MgSO4), filtered and concentrated in vacuo to give the crude product. The crude product was purified ... Starting materials: CC(C(C1=CC=CC=C1)N)(C)N1CCCC1 ((±)[2-Methyl-1-phenyl-2-(1-pyrrolidinyl)propyl]amine), C(CCl)Cl (EDC), C1=CC2=C(N=C1)N(N=N2)O (HOAt), BrC=1C(=C(C(=O)O)C=CC1)C (3-bromo-2-methyl-benzoic acid), [N-]=C=O (isocyanate), CO3. Solvent: C(Cl)Cl (DCM), C1CCOC1 (THF), CN1CCCC1=O (NMP). Yields the product BrC=1C(=C(C(=O)NC(C(C)(N2CCCC2)C)C2=CC=CC=C2)C=CC1)C ((±)-3-Bromo-2-methyl-N-[2-methyl-1-phenyl-2-(1-pyrrolidinyl)propyl]benzamide). The yield is 83.8%. RXN SMILES: C(Cl)CCl.C1C=NC2N(O)N=NC=2C=1.[Br:15][C:16]1[C:17]([CH3:25])=[C:18]([CH:22]=[CH:23][CH:24]=1)[C:19]([OH:21])=O.[CH3:26][C:27]([N:37]1[CH2:41][CH2:40][CH2:39][CH2:38]1)([CH3:36])[CH:28]([NH2:35])[C:29]1[CH:34]=[CH:33][CH:32]=[CH:31][CH:30]=1.[N-]=C=O>C(Cl)Cl.C1COCC1.CN1C(=O)CCC1>[Br:15][C:16]1[C:17]([CH3:25])=[C:18]([CH:22]=[CH:23][CH:24]=1)[C:19]([NH:35][CH:28]([C:29]1[CH:34]=[CH:33][CH:32]=[CH:31][CH:30]=1)[C:27]([CH3:36])([N:37]1[CH2:38][CH2:39][CH2:40][CH2:41]1)[CH3:26])=[O:21]. Procedure details: To PS-EDC (0.068 g; 0.1 mmol; 1.42 mmol/g) was added a solution of HOAt (0.01 mmol in 0.8 ml (THF:DCM, 1:1)) followed by the addition of 3-bromo-2-methyl-benzoic acid (0.011 g; 0.05 mmol) in 1:3 NMP:THF (0.25 ml) and then [2-methyl-1-phenyl-2-(1-pyrrolidinyl)propyl]amine D5 (0.011 g 0.05 mmol) in DCM (0.25 ml). The reaction was allowed to mix for 60 h. Following this PS-isocyanate (0.068 g, 0.1 mmol, 1.5 mmol/g) and PS—CO3 (0.068 g, 0.1 mmol, 1.5 mmol/g) were added and allowed to mix for another... Reactants: [BH4-], COc1ccc(C(=O)CN(Cc2ccccc2)Cc2cccc(OC)c2)cc1, CO, [Na+], O. Product: COc1ccc(C(O)CN(Cc2ccccc2)Cc2cccc(OC)c2)cc1. RXN SMILES: [BH4-:29].[CH2:1]([c:2]1[cH:3][cH:4][cH:5][cH:6][cH:7]1)[N:8]([CH2:9][C:10](=[O:11])[c:12]1[cH:13][cH:14][c:15]([O:18][CH3:19])[cH:16][cH:17]1)[CH2:20][c:21]1[cH:22][c:23]([O:27][CH3:28])[cH:24][cH:25][cH:26]1.[CH3:32][OH:33].[Na+:30].[OH2:31]>>[CH2:1]([c:2]1[cH:3][cH:4][cH:5][cH:6][cH:7]1)[N:8]([CH2:9][CH:10]([OH:11])[c:12]1[cH:13][cH:14][c:15]([O:18][CH3:19])[cH:16][cH:17]1)[CH2:20][c:21]1[cH:22][c:23]([O:27][CH3:28])[cH:24][cH:25][cH:26]1. Starting materials: NC1=CC(=C(CN2C(=NC=3C2=NC(=CC3)C(=O)OC)C)C=C1)Cl (methyl 3-(4-amino-2-chlorobenzyl)-2-methyl-3H-imidazo[4,5-b]pyridine-5-carboxylate), N1=CC=CC=C1 (pyridine), O (Water), C1(=CC=CC=C1)S(=O)(=O)Cl (Benzenesulfonyl chloride). The solvent is ClCCl (dichloromethane). Reaction conditions: time 12 hour. The product is C1(=CC=CC=C1)S(=O)(=O)NC1=CC(=C(CN2C(=NC=3C2=NC(=CC3)C(=O)OC)C)C=C1)Cl (Methyl 3-(4-(N-benzenesulfonylamino)-2-chlorobenzyl)-2-methyl-3H-imidazo[4,5-b]pyridine-5-carboxylate). Isolated yield 74.8%. As a reaction SMILES: [NH2:1][C:2]1[CH:22]=[CH:21][C:5]([CH2:6][N:7]2[C:11]3=[N:12][C:13]([C:16]([O:18][CH3:19])=[O:17])=[CH:14][CH:15]=[C:10]3[N:9]=[C:8]2[CH3:20])=[C:4]([Cl:23])[CH:3]=1.N1C=CC=CC=1.[C:30]1([S:36](Cl)(=[O:38])=[O:37])[CH:35]=[CH:34][CH:33]=[CH:32][CH:31]=1.O>ClCCl>[C:30]1([S:36]([NH:1][C:2]2[CH:22]=[CH:21][C:5]([CH2:6][N:7]3[C:11]4=[N:12][C:13]([C:16]([O:18][CH3:19])=[O:17])=[CH:14][CH:15]=[C:10]4[N:9]=[C:8]3[CH3:20])=[C:4]([Cl:23])[CH:3]=2)(=[O:38])=[O:37])[CH:35]=[CH:34][CH:33]=[CH:32][CH:31]=1. Procedure: To a solution of methyl 3-(4-amino-2-chlorobenzyl)-2-methyl-3H-imidazo[4,5-b]pyridine-5-carboxylate (200 mg) in dichloromethane (2 ml) was added pyridine (95.7 mg). Benzenesulfonyl chloride (117 mg) was added under ice-cooling and the mixture was stirred at room temperature for 12 hr. Water was added to the reaction mixture and the mixture was extracted with chloroform. The organic layer was washed with saturated brine, dried over anhydrous magnesium sulfate and concentrated under reduced pressu... The reactants are C(C)C1=NC2=CC=CC=C2C=N1 (2-Ethylquinazoline), C1CC(=O)N(C1=O)Br (NBS), C(C1=CC=CC=C1)(=O)OOC(C1=CC=CC=C1)=O (benzoyl peroxide). Run in C(Cl)(Cl)Cl (chloroform). The product is BrCC1=NC2=CC=CC=C2C=N1 (2-(1-Bromomethyl)quinazoline). Yield: 12.2%. As a reaction SMILES: [CH2:1]([C:3]1[N:12]=[CH:11][C:10]2[C:5](=[CH:6][CH:7]=[CH:8][CH:9]=2)[N:4]=1)C.C1C(=O)N([Br:20])C(=O)C1.C(OOC(=O)C1C=CC=CC=1)(=O)C1C=CC=CC=1>C(Cl)(Cl)Cl>[Br:20][CH2:1][C:3]1[N:12]=[CH:11][C:10]2[C:5](=[CH:6][CH:7]=[CH:8][CH:9]=2)[N:4]=1. Procedure details: To a solution of the title compound from Step B (1.39 g 8.79 mmol) in chloroform (50 ml) was added NBS (1.56 g, 8.79 mmol) and benzoyl peroxide (213 mg, 0.88 mmol) and the resulting mixture heated at reflux for 5 h. The mixture cooled and evaporated, the residue purified by MPLC (Biotage Horizon: FLASH 25+M) eluent: 100% Hexanes (90 ml), gradient rising from 100% Hexanes to 10% EtOAc in Hexanes (1200 ml) to afford the title compound 240 mg (11.5%) as a red oil. 1H NMR (CDCl3): 2.25 (d, J 6.9 Hz,...